This data is from the Open Reaction Database (ORD), a public repository of structured organic reaction records. The task is: describe an organic reaction: reactants, conditions, products, and yield The reactants are ClCCl, CCOc1cc(CN)ncc1C(=O)NC, C1COCCO1, O=C(N=C=S)OCC1c2ccccc2-c2ccccc21. Product: CCOc1cc(CNC(=S)NC(=O)OCC2c3ccccc3-c3ccccc32)ncc1C(=O)NC. As a reaction SMILES: [Cl:42][CH2:43][Cl:44].[NH2:1][CH2:2][c:3]1[n:4][cH:5][c:6]([C:7](=[O:8])[NH:9][CH3:10])[c:11]([O:13][CH2:14][CH3:15])[cH:12]1.[O:36]1[CH2:37][CH2:38][O:39][CH2:40][CH2:41]1.[cH:16]1[cH:17][cH:18][cH:19][c:20]2[c:28]1[CH:27]([CH2:29][O:30][C:31](=[O:32])[N:33]=[C:34]=[S:35])[c:26]1[c:21]-2[cH:22][cH:23][cH:24][cH:25]1>>[NH:1]([CH2:2][c:3]1[n:4][cH:5][c:6]([C:7](=[O:8])[NH:9][CH3:10])[c:11]([O:13][CH2:14][CH3:15])[cH:12]1)[C:34]([NH:33][C:31]([O:30][CH2:29][CH:27]1[c:26]2[c:21]([cH:22][cH:23][cH:24][cH:25]2)-[c:20]2[cH:19][cH:18][cH:17][cH:16][c:28]21)=[O:32])=[S:35]. Reactants: [C]=O (Carbon monoxide), O1COC2=C1C=CC(=C2)C(C(=O)NS(=O)(=O)C2=CC=C(C=C2)C)C2=CN(C1=CC(=CC=C21)Br)C (3-{1-(1,3-benzodioxol-5-yl)-2-[(4-methylphenyl)sulfonamido]-2-oxoethyl}-6-bromo-1-methyl-1H-indole), C(=O)[O-].[Na+] (sodium formate). Reagents/catalysts: Cl[Pd]([P](C1=CC=CC=C1)(C2=CC=CC=C2)C3=CC=CC=C3)([P](C4=CC=CC=C4)(C5=CC=CC=C5)C6=CC=CC=C6)Cl (dichlorobis(triphenylphosphine)-palladium (II)). Run in CN(C=O)C (dimethylformamide). Product: O1COC2=C1C=CC(=C2)C(C(=O)NS(=O)(=O)C2=CC=C(C=C2)C)C2=CN(C1=CC(=CC=C21)C=O)C (3-{1-(1,3-Benzodioxol-5-yl)-2-[(4-methylphenyl)sulfonamido]-2-oxoethyl}-6-formyl-1-methyl-1H-indole). Yield: 82.6%. Reaction SMILES: [C]=O.[O:3]1[C:7]2[CH:8]=[CH:9][C:10]([CH:12]([C:26]3[C:34]4[C:29](=[CH:30][C:31](Br)=[CH:32][CH:33]=4)[N:28]([CH3:36])[CH:27]=3)[C:13]([NH:15][S:16]([C:19]3[CH:24]=[CH:23][C:22]([CH3:25])=[CH:21][CH:20]=3)(=[O:18])=[O:17])=[O:14])=[CH:11][C:6]=2[O:5][CH2:4]1.[CH:37]([O-])=[O:38].[Na+]>CN(C)C=O.Cl[Pd](Cl)([P](C1C=CC=CC=1)(C1C=CC=CC=1)C1C=CC=CC=1)[P](C1C=CC=CC=1)(C1C=CC=CC=1)C1C=CC=CC=1>[O:3]1[C:7]2[CH:8]=[CH:9][C:10]([CH:12]([C:26]3[C:34]4[C:29](=[CH:30][C:31]([CH:37]=[O:38])=[CH:32][CH:33]=4)[N:28]([CH3:36])[CH:27]=3)[C:13]([NH:15][S:16]([C:19]3[CH:24]=[CH:23][C:22]([CH3:25])=[CH:21][CH:20]=3)(=[O:18])=[O:17])=[O:14])=[CH:11][C:6]=2[O:5][CH2:4]1 |f:2.3,^3:0,^1:48,67|. Procedure details: Carbon monoxide was bubbled through a stirred solution of 3-{1-(1,3-benzodioxol-5-yl)-2-[(4-methylphenyl)sulfonamido]-2-oxoethyl}-6-bromo-1-methyl-1H-indole (from Example 55, 400 mg, 0.79 mmol), sodium formate (107 mg, 1.57 mmol) and dichlorobis(triphenylphosphine)-palladium (II) (11 mg, 0.016 mmol) in dimethylformamide (6 ml) at 110° C. for 4 h. The reaction mixture was cooled and extracted from 1N hydrochloric acid with ethyl acetate (2×50 ml). The organic layers were dried (MgSO4) and concent... Run at time 10 minute. Reported procedure: Sodium hydride (246 mg, 60% dispersion in mineral oil, weight percent) was suspended under a nitrogen atmosphere in DMF (15 mL). Compound A3 (1.5 g, 5.85 mmol) was added thereto and the reaction mixture was stirred for 10 min at RT. 3-Bromobenzyl bromide (1.48 g, 5.91 mmol) was added thereto. The reaction mixture was stirred for 18 h at RT, combined with water and extracted with EtOAc. The combined organic phases were washed with sat. aq. NaCl solution, dried over Na2SO4 and the solvent was remo... The yield is 93.6%. Reaction SMILES: [H-].[Na+].[C:3]([O:7][C:8]([N:10]1[CH2:20][CH2:19][C:13]2([O:17][C:16](=[O:18])[NH:15][CH2:14]2)[CH2:12][CH2:11]1)=[O:9])([CH3:6])([CH3:5])[CH3:4].[Br:21][C:22]1[CH:23]=[C:24]([CH:27]=[CH:28][CH:29]=1)[CH2:25]Br.O>CN(C=O)C>[C:3]([O:7][C:8]([N:10]1[CH2:11][CH2:12][C:13]2([O:17][C:16](=[O:18])[N:15]([CH2:25][C:24]3[CH:27]=[CH:28][CH:29]=[C:22]([Br:21])[CH:23]=3)[CH2:14]2)[CH2:19][CH2:20]1)=[O:9])([CH3:6])([CH3:4])[CH3:5] |f:0.1|. Yields the product C(C)(C)(C)OC(=O)N1CCC2(CN(C(O2)=O)CC2=CC(=CC=C2)Br)CC1 (3-(3-bromobenzyl)-2-oxo-1-oxa-3,8-diazaspiro[4.5]decane-8-carboxylic acid tert-butyl ester). Solvent: CN(C)C=O (DMF). Starting materials: [H-].[Na+] (Sodium hydride), O (water), C(C)(C)(C)OC(=O)N1CCC2(CNC(O2)=O)CC1 (2-oxo-1-oxa-3,8-diazaspiro[4.5]decane-8-carboxylic acid tert-butyl ester), BrC=1C=C(CBr)C=CC1 (3-Bromobenzyl bromide). Starting materials: C(C)(C)(C)OC(=O)NCC1=NC=C(C2=CC(=C(C=C12)OC)OC)CC(=O)O ([1-(tert-butoxycarbonylamino-methyl)-6,7-dimethoxy-isoquinolin-4-yl]-acetic acid), C(C1=CC=CC=C1)C1CCNCC1 (4-benzyl-piperidine). The product is C(C)(C)(C)OC(NCC1=NC=C(C2=CC(=C(C=C12)OC)OC)CC(=O)N1CCC(CC1)CC1=CC=CC=C1)=O ({-4-[2-(4-benzyl-piperidin-1-yl)-2-oxo-ethyl]-6,7-dimethoxy-isoquinolin-1-ylmethyl}-carbamic acid tert-butyl ester). RXN SMILES: [C:1]([O:5][C:6]([NH:8][CH2:9][C:10]1[C:19]2[C:14](=[CH:15][C:16]([O:22][CH3:23])=[C:17]([O:20][CH3:21])[CH:18]=2)[C:13]([CH2:24][C:25](O)=[O:26])=[CH:12][N:11]=1)=[O:7])([CH3:4])([CH3:3])[CH3:2].[CH2:28]([CH:35]1[CH2:40][CH2:39][NH:38][CH2:37][CH2:36]1)[C:29]1[CH:34]=[CH:33][CH:32]=[CH:31][CH:30]=1>>[C:1]([O:5][C:6](=[O:7])[NH:8][CH2:9][C:10]1[C:19]2[C:14](=[CH:15][C:16]([O:22][CH3:23])=[C:17]([O:20][CH3:21])[CH:18]=2)[C:13]([CH2:24][C:25]([N:38]2[CH2:39][CH2:40][CH:35]([CH2:28][C:29]3[CH:34]=[CH:33][CH:32]=[CH:31][CH:30]=3)[CH2:36][CH2:37]2)=[O:26])=[CH:12][N:11]=1)([CH3:3])([CH3:2])[CH3:4]. Procedure: As described in Example 1, 94 mg of [1-(tert-butoxycarbonylamino-methyl)-6,7-dimethoxy-isoquinolin-4-yl]-acetic acid was coupled with 4-benzyl-piperidine to give 132 mg of {-4-[2-(4-benzyl-piperidin-1-yl)-2-oxo-ethyl]-6,7-dimethoxy-isoquinolin-1-ylmethyl}-carbamic acid tert-butyl ester. MS: APCI (M+H) calc'd for C31H39N3O5+H 534.7; found 534.1. Reaction conditions: time 2 hour. Procedure details: A mixture of 2-[(2-methylamino-pyrimidin-4-ylmethyl)-amino]-benzoic acid (Step C, 0.31 g, 1.20 mmol), 7-amino-4,4-dimethyl-3,4-dihydro-1H-isoquinoline-2-carboxylic acid tert-butyl ester (0.33 g, 1.20 mmol), TBTU (0.43 g, 1.32 mmol), and DIEA (0.31 mL, 1.80 mmol) in 10 mL of DMF was stirred at RT for 2 h. The mixture was partitioned between EtOAc and Na2CO3 (aq). The organic layer was washed with water, brine, dried with MgSO4, filtered, condensed, and the residue was purified by flash column chr... RXN SMILES: [CH3:1][NH:2][C:3]1[N:8]=[C:7]([CH2:9][NH:10][C:11]2[CH:19]=[CH:18][CH:17]=[CH:16][C:12]=2[C:13]([OH:15])=O)[CH:6]=[CH:5][N:4]=1.[C:20]([O:24][C:25]([N:27]1[CH2:36][C:35]([CH3:38])([CH3:37])[C:34]2[C:29](=[CH:30][C:31]([NH2:39])=[CH:32][CH:33]=2)[CH2:28]1)=[O:26])([CH3:23])([CH3:22])[CH3:21].CN(C(ON1N=NC2C=CC=CC1=2)=[N+](C)C)C.[B-](F)(F)(F)F.CCN(C(C)C)C(C)C>CN(C=O)C>[C:20]([O:24][C:25]([N:27]1[CH2:36][C:35]([CH3:38])([CH3:37])[C:34]2[C:29](=[CH:30][C:31]([NH:39][C:13](=[O:15])[C:12]3[CH:16]=[CH:17][CH:18]=[CH:19][C:11]=3[NH:10][CH2:9][C:7]3[CH:6]=[CH:5][N:4]=[C:3]([NH:2][CH3:1])[N:8]=3)=[CH:32][CH:33]=2)[CH2:28]1)=[O:26])([CH3:23])([CH3:21])[CH3:22] |f:2.3|. Starting materials: CNC1=NC=CC(=N1)CNC1=C(C(=O)O)C=CC=C1 (2-[(2-methylamino-pyrimidin-4-ylmethyl)-amino]-benzoic acid), C(C)(C)(C)OC(=O)N1CC2=CC(=CC=C2C(C1)(C)C)N (7-amino-4,4-dimethyl-3,4-dihydro-1H-isoquinoline-2-carboxylic acid tert-butyl ester), CN(C)C(=[N+](C)C)ON1C2=C(C=CC=C2)N=N1.[B-](F)(F)(F)F (TBTU), CCN(C(C)C)C(C)C (DIEA). The solvent is CN(C)C=O (DMF). The product is C(C)(C)(C)OC(=O)N1CC2=CC(=CC=C2C(C1)(C)C)NC(C1=C(C=CC=C1)NCC1=NC(=NC=C1)NC)=O (4,4-dimethyl-7-{2-[(2-methylamino-pyrimidin-4-ylmethyl)-amino]-benzoylamino}-3,4-dihydro-1H-isoquinoline-2-carboxylic acid tert-butyl ester). The reactants are Fc1cc(F)c(Br)cc1Br, CC(=O)OO, O=C([O-])[O-], C1CCOC1, COB(OC)OC, CC(C)[Mg+], [Cl-], CI, [K+], [K+]. The product is COc1cc(Br)c(F)cc1F. RXN SMILES: [Br:1][c:2]1[cH:3][c:4]([Br:10])[c:5]([F:9])[cH:6][c:7]1[F:8].[C:23]([O:24][OH:25])(=[O:26])[CH3:27].[C:28](=[O:29])([O-:30])[O-:31].[CH2:36]1[O:37][CH2:38][CH2:39][CH2:40]1.[CH3:16][O:17][B:18]([O:19][CH3:20])[O:21][CH3:22].[CH:12]([Mg+:13])([CH3:14])[CH3:15].[Cl-:11].[I:34][CH3:35].[K+:32].[K+:33]>>[Br:1][c:2]1[cH:3][c:4]([O:17][CH3:16])[c:5]([F:9])[cH:6][c:7]1[F:8]. Reactants: OBO, O=Cc1ncccc1Br, O=C([O-])[O-], C1CCOC1, Cc1ccccc1, COCCOC, [Na+], [Na+], c1ccc(P(c2ccccc2)(c2ccccc2)[Pd](P(c2ccccc2)(c2ccccc2)c2ccccc2)(P(c2ccccc2)(c2ccccc2)c2ccccc2)P(c2ccccc2)(c2ccccc2)c2ccccc2)cc1. The product is Cc1ccc(-c2cccnc2C=O)cc1. RXN SMILES: [BH:10]([OH:11])[OH:12].[Br:1][c:2]1[c:3]([CH:8]=[O:9])[n:4][cH:5][cH:6][cH:7]1.[C:20](=[O:21])([O-:22])[O-:23].[CH2:32]1[O:33][CH2:34][CH2:35][CH2:36]1.[CH3:13][c:14]1[cH:15][cH:16][cH:17][cH:18][cH:19]1.[CH3:26][O:27][CH2:28][CH2:29][O:30][CH3:31].[Na+:24].[Na+:25].[cH:37]1[cH:38][cH:39][c:40]([P:41]([Pd:42]([P:43]([c:44]2[cH:45][cH:46][cH:47][cH:48][cH:49]2)([c:50]2[cH:51][cH:52][cH:53][cH:54][cH:55]2)[c:56]2[cH:57][cH:58][cH:59][cH:60][cH:61]2)([P:62]([c:63]2[cH:64][cH:65][cH:66][cH:67][cH:68]2)([c:69]2[cH:70][cH:71][cH:72][cH:73][cH:74]2)[c:75]2[cH:76][cH:77][cH:78][cH:79][cH:80]2)[P:81]([c:82]2[cH:83][cH:84][cH:85][cH:86][cH:87]2)([c:88]2[cH:89][cH:90][cH:91][cH:92][cH:93]2)[c:94]2[cH:95][cH:96][cH:97][cH:98][cH:99]2)([c:100]2[cH:101][cH:102][cH:103][cH:104][cH:105]2)[c:106]2[cH:107][cH:108][cH:109][cH:110][cH:111]2)[cH:112][cH:113]1>>[c:2]1(-[c:17]2[cH:16][cH:15][c:14]([CH3:13])[cH:19][cH:18]2)[c:3]([CH:8]=[O:9])[n:4][cH:5][cH:6][cH:7]1. Reactants: COC(C1=C(C(=C(C(=C1)OC)OC)OC)[N+](=O)[O-])=O (3,4,5-trimethoxy-2-nitrobenzoic acid methyl ester). Reagents/catalysts: [H][H] (hydrogen), [Pd] (palladium on carbon). Solvent: CO (methanol). Product: COC(C1=C(C(=C(C(=C1)OC)OC)OC)N)=O (2-amino-3,4,5-trimethoxybenzoic acid methyl ester). The yield is 92.6%. RXN SMILES: [CH3:1][O:2][C:3](=[O:19])[C:4]1[CH:9]=[C:8]([O:10][CH3:11])[C:7]([O:12][CH3:13])=[C:6]([O:14][CH3:15])[C:5]=1[N+:16]([O-])=O>CO.[H][H].[Pd]>[CH3:1][O:2][C:3](=[O:19])[C:4]1[CH:9]=[C:8]([O:10][CH3:11])[C:7]([O:12][CH3:13])=[C:6]([O:14][CH3:15])[C:5]=1[NH2:16]. Procedure: The latter nitro derivative (17.0 g) in 500 ml of methanol was reduced at room temperature and pressure with hydrogen using 4 g of 10% palladium on carbon as catalyst for 6 hr and filtered. The solvent was removed to give 14 g of 2-amino-3,4,5-trimethoxybenzoic acid methyl ester as an oil.